The task is: describe an organic reaction: reactants, conditions, products, and yield. This data is from the Open Reaction Database (ORD), a public repository of structured organic reaction records. Starting materials: CC(=O)[O-], CO, [Cl-], [Li+], [Na+], O=C1NS(=O)(=O)c2ccccc21, O, Cl[Pd]Cl. The product is O=C1NS(=O)(=O)c2ccccc21, [Pd]. Reaction SMILES: [C:6]([O-:7])(=[O:8])[CH3:9].[CH3:23][OH:24].[Cl-:4].[Li+:5].[Na+:10].[O:11]=[C:12]1[NH:13][S:14](=[O:15])(=[O:16])[c:17]2[cH:18][cH:19][cH:20][cH:21][c:22]21.[OH2:25].[Pd:1]([Cl:2])[Cl:3]>>[O:11]=[C:12]1[NH:13][S:14](=[O:15])(=[O:16])[c:17]2[cH:18][cH:19][cH:20][cH:21][c:22]21.[Pd:1]. Procedure: 1.89 g of (4.5 mmols) of methyl 2-[[3-[4-(5-chloro-2-methoxyphenyl)piperazin-1-yl]propyl]amino]-pyrimidine-4-carboxylate and 0.77 g (5 mmols) of 2-[(2-aminoethyl)amino]pyrimidin-4(1H)-one in 5 ml of n-butanol are introduced into a 25 ml, round bottomed flask. The mixture is heated at the reflux temperature of the solvent for 15 hours and then the solvent is evaporated under reduced pressure. The product is ClC=1C=CC(=C(C1)N1CCN(CC1)CCCNC1=NC=CC(=N1)C(=O)NCCNC=1NC=CC(N1)=O)OC (2-[[3-(4-(5-Chloro-2-methoxyphenyl)piperazin-1-yl]propyl]amino]-N-[2-[(4-oxo-1,4-dihydropyrimidin-2-yl)amino]ethyl]pyrimidine-4-carboxamide). The solvent is C(CCC)O (n-butanol). Reactants: ClC=1C=CC(=C(C1)N1CCN(CC1)CCCNC1=NC=CC(=N1)C(=O)OC)OC (methyl 2-[[3-[4-(5-chloro-2-methoxyphenyl)piperazin-1-yl]propyl]amino]-pyrimidine-4-carboxylate), NCCNC=1NC=CC(N1)=O (2-[(2-aminoethyl)amino]pyrimidin-4(1H)-one). As a reaction SMILES: [Cl:1][C:2]1[CH:3]=[CH:4][C:5]([O:28][CH3:29])=[C:6]([N:8]2[CH2:13][CH2:12][N:11]([CH2:14][CH2:15][CH2:16][NH:17][C:18]3[N:23]=[C:22]([C:24](OC)=[O:25])[CH:21]=[CH:20][N:19]=3)[CH2:10][CH2:9]2)[CH:7]=1.[NH2:30][CH2:31][CH2:32][NH:33][C:34]1[NH:35][CH:36]=[CH:37][C:38](=[O:40])[N:39]=1>C(O)CCC>[Cl:1][C:2]1[CH:3]=[CH:4][C:5]([O:28][CH3:29])=[C:6]([N:8]2[CH2:9][CH2:10][N:11]([CH2:14][CH2:15][CH2:16][NH:17][C:18]3[N:23]=[C:22]([C:24]([NH:30][CH2:31][CH2:32][NH:33][C:34]4[NH:35][CH:36]=[CH:37][C:38](=[O:40])[N:39]=4)=[O:25])[CH:21]=[CH:20][N:19]=3)[CH2:12][CH2:13]2)[CH:7]=1.